From a dataset of the Open Reaction Database (ORD), a public repository of structured organic reaction records. describe an organic reaction: reactants, conditions, products, and yield The reactants are COC=1C=CC=C(C1C=2C=CC=CC2P(C3CCCCC3)C4CCCCC4)OC (S-Phos), ClC1=NC=C(C=C1NC1=C(C(=NC2=CC(=CC(=C12)F)F)C1=NC=CC=C1)C)N1CCOCC1 (N-(2-chloro-5-morpholinopyridin-3-yl)-5,7-difluoro-3-methyl-2-(pyridin-2-yl)quinolin-4-amine), COC1=NC=CC=C1B(O)O (2-methoxypyridin-3-ylboronic acid), [O-]P(=O)([O-])[O-].[K+].[K+].[K+] (potassium phosphate tribasic), C1(CCCCC1)P(C1(C(=C(C=CC1)OC)C1=CC=CC=C1)OC)C1CCCCC1 (2-dicyclohexylphosphino-2,6-dimethoxybiphenyl). The reagents and catalysts are C(C)(=O)[O-].[Pd+2].C(C)(=O)[O-] (palladium (II) acetate). The solvent is O (Water), CN(C)C=O (DMF). Reaction conditions: temperature 90 celsius, time 21 hour. The product is FC1=C2C(=C(C(=NC2=CC(=C1)F)C1=NC=CC=C1)C)NC=1C(=NC=C(C1)N1CCOCC1)C=1C(=NC=CC1)OC (5,7-difluoro-N-(2′-methoxy-5-morpholino-2,3′-bipyridin-3-yl)-3-methyl-2-(pyridin-2-yl)quinolin-4-amine). Reaction SMILES: Cl[C:2]1[C:7]([NH:8][C:9]2[C:18]3[C:13](=[CH:14][C:15]([F:20])=[CH:16][C:17]=3[F:19])[N:12]=[C:11]([C:21]3[CH:26]=[CH:25][CH:24]=[CH:23][N:22]=3)[C:10]=2[CH3:27])=[CH:6][C:5]([N:28]2[CH2:33][CH2:32][O:31][CH2:30][CH2:29]2)=[CH:4][N:3]=1.[CH3:34][O:35][C:36]1[C:41](B(O)O)=[CH:40][CH:39]=[CH:38][N:37]=1.C1(P(C2CCCCC2)C2(OC)CC=CC(OC)=C2C2C=CC=CC=2)CCCCC1.COC1C=CC=C(OC)C=1C1C=CC=CC=1P(C1CCCCC1)C1CCCCC1.[O-]P([O-])([O-])=O.[K+].[K+].[K+]>CN(C=O)C.O.C([O-])(=O)C.[Pd+2].C([O-])(=O)C>[F:19][C:17]1[CH:16]=[C:15]([F:20])[CH:14]=[C:13]2[C:18]=1[C:9]([NH:8][C:7]1[C:2]([C:41]3[C:36]([O:35][CH3:34])=[N:37][CH:38]=[CH:39][CH:40]=3)=[N:3][CH:4]=[C:5]([N:28]3[CH2:29][CH2:30][O:31][CH2:32][CH2:33]3)[CH:6]=1)=[C:10]([CH3:27])[C:11]([C:21]1[CH:26]=[CH:25][CH:24]=[CH:23][N:22]=1)=[N:12]2 |f:4.5.6.7,10.11.12|. Procedure details: A stirred mixture of N-(2-chloro-5-morpholinopyridin-3-yl)-5,7-difluoro-3-methyl-2-(pyridin-2-yl)quinolin-4-amine (50.1 mg, 0.11 mmol), 2-methoxypyridin-3-ylboronic acid (32.9 g, 0.22 mmol), ground 2-dicyclohexylphosphino-2,6-dimethoxybiphenyl, (S-Phos) (9.1 mg, 0.022 mmol), palladium (II) acetate (2.7 mg, 0.012 mmol), and potassium phosphate tribasic (70.5 g, 0.33 mmol) in DMF (1.0 mL) and Water (0.04 mL) was purged 3 times with argon and placed under vacuum 3 times. The reaction mixture was ca... The reactants are C1CCOC1, COc1cc2ncnc(Oc3cccc(N)c3)c2cc1OC, CCN(C(C)C)C(C)C, O=C(Nc1cc(C(F)(F)F)nn1-c1ccccc1)Oc1ccccc1. Yields the product COc1cc2ncnc(Oc3cccc(NC(=O)Nc4cc(C(F)(F)F)nn4-c4ccccc4)c3)c2cc1OC. RXN SMILES: [CH2:57]1[O:58][CH2:59][CH2:60][CH2:61]1.[CH3:26][O:27][c:28]1[cH:29][c:30]2[c:31]([O:40][c:41]3[cH:42][c:43]([NH2:44])[cH:45][cH:46][cH:47]3)[n:32][cH:33][n:34][c:35]2[cH:36][c:37]1[O:38][CH3:39].[CH:48]([N:49]([CH2:50][CH3:51])[CH:52]([CH3:53])[CH3:54])([CH3:55])[CH3:56].[c:1]1(-[n:7]2[n:8][c:9]([C:22]([F:23])([F:24])[F:25])[cH:10][c:11]2[NH:12][C:13]([O:14][c:15]2[cH:16][cH:17][cH:18][cH:19][cH:20]2)=[O:21])[cH:2][cH:3][cH:4][cH:5][cH:6]1>>[c:1]1(-[n:7]2[n:8][c:9]([C:22]([F:23])([F:24])[F:25])[cH:10][c:11]2[NH:12][C:13](=[O:21])[NH:44][c:43]2[cH:42][c:41]([O:40][c:31]3[c:30]4[cH:29][c:28]([O:27][CH3:26])[c:37]([O:38][CH3:39])[cH:36][c:35]4[n:34][cH:33][n:32]3)[cH:47][cH:46][cH:45]2)[cH:2][cH:3][cH:4][cH:5][cH:6]1. Starting materials: NC1=CC=C(C=C1)C1CN(CC1)C(=O)OC(C)(C)C (tert-butyl 3-(4-aminophenyl)pyrrolidine-1-carboxylate), C1CC(=O)N(C1=O)Cl (NCS), CCOC(=O)C (EtOAc). Solvent: CN(C)C=O (DMF). Reaction conditions: temperature 70 celsius, time 1 hour. The product is NC1=C(C=C(C=C1)C1CN(CC1)C(=O)OC(C)(C)C)Cl (tert-butyl (RS)-3-(4-amino-3-chlorophenyl)pyrrolidine-1-carboxylate). Yield: 51.3%. As a reaction SMILES: [NH2:1][C:2]1[CH:7]=[CH:6][C:5]([CH:8]2[CH2:12][CH2:11][N:10]([C:13]([O:15][C:16]([CH3:19])([CH3:18])[CH3:17])=[O:14])[CH2:9]2)=[CH:4][CH:3]=1.C1C(=O)N([Cl:27])C(=O)C1.CCOC(C)=O>CN(C=O)C>[NH2:1][C:2]1[CH:3]=[CH:4][C:5]([CH:8]2[CH2:12][CH2:11][N:10]([C:13]([O:15][C:16]([CH3:19])([CH3:18])[CH3:17])=[O:14])[CH2:9]2)=[CH:6][C:7]=1[Cl:27]. Reported procedure: To a stirred solution of tert-butyl 3-(4-aminophenyl)pyrrolidine-1-carboxylate (2.00 g, CAS-908334-28-1) in DMF (15 ml) was added NCS (1.07 g) and the mixture was stirred at 70° C. for 1 hour. The reaction mixture was then cooled to room temperature and poured into EtOAc and extracted sequentially with water and with saturated brine. The organic layer was dried over Na2SO4 and then concentrated in vacuo. The residue was purified by column chromatography (SiO2, gradient: 0% to 55% EtOAc in hexane...